From a dataset of the Open Reaction Database (ORD), a public repository of structured organic reaction records. describe an organic reaction: reactants, conditions, products, and yield Reactants: CC(C)(C)OC(=O)NCCCN1NC2=CC(=O)N(c3ccccc3)c3cc(Cl)ccc3N2C1=O, O=C(O)C(F)(F)F. Product: NCCCN1NC2=CC(=O)N(c3ccccc3)c3cc(Cl)ccc3N2C1=O. As a reaction SMILES: [C:1]([O:2][C:3](=[O:4])[NH:8][CH2:9][CH2:10][CH2:11][N:12]1[NH:13][C:14]2=[CH:20][C:19](=[O:21])[N:18]([c:22]3[cH:23][cH:24][cH:25][cH:26][cH:27]3)[c:17]3[c:16]([cH:31][cH:30][c:29]([Cl:32])[cH:28]3)[N:15]2[C:33]1=[O:34])([CH3:5])([CH3:6])[CH3:7].[OH:35][C:36]([C:37]([F:38])([F:39])[F:40])=[O:41]>>[NH2:8][CH2:9][CH2:10][CH2:11][N:12]1[NH:13][C:14]2=[CH:20][C:19](=[O:21])[N:18]([c:22]3[cH:23][cH:24][cH:25][cH:26][cH:27]3)[c:17]3[c:16]([cH:31][cH:30][c:29]([Cl:32])[cH:28]3)[N:15]2[C:33]1=[O:34]. Reactants: NC1=NC2=C(C=3C=CC=NC13)C=CC(=C2)C=O (5-aminobenzo[f][1,7]naphthyridine-8-carbaldehyde), [Li]C (MeLi). The solvent is C1CCOC1 (THF). Product: NC1=NC2=C(C=3C=CC=NC13)C=CC(=C2)C(C)O (1-(5-aminobenzo[f][1,7]naphthyridin-8-yl)ethanol). As a reaction SMILES: [NH2:1][C:2]1[C:11]2[N:10]=[CH:9][CH:8]=[CH:7][C:6]=2[C:5]2[CH:12]=[CH:13][C:14]([CH:16]=[O:17])=[CH:15][C:4]=2[N:3]=1.[Li][CH3:19]>C1COCC1>[NH2:1][C:2]1[C:11]2[N:10]=[CH:9][CH:8]=[CH:7][C:6]=2[C:5]2[CH:12]=[CH:13][C:14]([CH:16]([OH:17])[CH3:19])=[CH:15][C:4]=2[N:3]=1. Reported procedure: To a solution of 5-aminobenzo[f][1,7]naphthyridine-8-carbaldehyde (from Example 87) (1.0 eq.) in THF (0.02M) was added MeLi (2.5 eq.) at −78° C. The reaction was allowed to warm to ambient temperature overnight. The reaction was quenched by saturated NH4Cl and extracted with EtOAc. The combined organic layer was washed with brine, dried over MgSO4 and concentrated en vacuo to obtain a crude residue. The crude material was purified by flash chromatography on a COMBIFLASH® system (ISCO) using 0-5%... Reactants: [F-].C(CCC)[N+](CCCC)(CCCC)CCCC (Tetrabutylammonium fluoride), [Si](C)(C)(C(C)(C)C)OC1CN(C1)C[C@@H](C(=O)NC1=NC=C(C=C1)Cl)OC1=C2C(=NC=N1)N(N=C2)C2=NC=CC=C2Cl ((2S)-3-(3-(tert-butyldimethylsilyloxy)azetidin-1-yl)-N-(5-chloropyridin-2-yl)-2-(1-(3-chloropyridin-2-yl)-1H-pyrazolo[3,4-d]pyrimidin-4-yloxy)propanamide), [Cl-].[NH4+] (ammonium chloride). The solvent is C(Cl)Cl (DCM), C1CCOC1 (THF). Conditions: time 20 hour. Yields the product ClC=1C=CC(=NC1)NC([C@H](CN1CC(C1)O)OC1=NC=NC2=C1C=NN2C2=NC=CC=C2Cl)=O ((2S)—N-(5-chloropyridin-2-yl)-2-[1-(3-chloropyridin-2-yl)pyrazolo[4,5-e]pyrimidin-4-yl]oxy-3-(3-hydroxyazetidin-1-yl)propanamide). The yield is 56.9%. Reaction SMILES: [F-].C([N+](CCCC)(CCCC)CCCC)CCC.[Si]([O:26][CH:27]1[CH2:30][N:29]([CH2:31][C@H:32]([O:43][C:44]2[N:49]=[CH:48][N:47]=[C:46]3[N:50]([C:53]4[C:58]([Cl:59])=[CH:57][CH:56]=[CH:55][N:54]=4)[N:51]=[CH:52][C:45]=23)[C:33]([NH:35][C:36]2[CH:41]=[CH:40][C:39]([Cl:42])=[CH:38][N:37]=2)=[O:34])[CH2:28]1)(C(C)(C)C)(C)C.[Cl-].[NH4+]>C1COCC1.C(Cl)Cl>[Cl:42][C:39]1[CH:40]=[CH:41][C:36]([NH:35][C:33](=[O:34])[C@@H:32]([O:43][C:44]2[C:45]3[CH:52]=[N:51][N:50]([C:53]4[C:58]([Cl:59])=[CH:57][CH:56]=[CH:55][N:54]=4)[C:46]=3[N:47]=[CH:48][N:49]=2)[CH2:31][N:29]2[CH2:28][CH:27]([OH:26])[CH2:30]2)=[N:37][CH:38]=1 |f:0.1,3.4|. Procedure: Tetrabutylammonium fluoride (1M in THF) (5.96 mL, 5.96 mmol) was added to (2S)-3-(3-(tert-butyldimethylsilyloxy)azetidin-1-yl)-N-(5-chloropyridin-2-yl)-2-(1-(3-chloropyridin-2-yl)-1H-pyrazolo[3,4-d]pyrimidin-4-yloxy)propanamide (Intermediate AD1) (3.67 g, 5.96 mmol) in THF (75 mL) under nitrogen. The resulting mixture was stirred at ambient temperature for 20 hours, saturated ammonium chloride (50 mL) added, diluted with DCM (100 mL) and poured onto a phase separator. The organic layer was evapo... The reactants are CCCCCCCCCCOc1ccc(OCc2ccccc2)c(C(=O)O)c1, [Cl-], CCOC(=O)CNCC(=O)OCC. Yields the product CCCCCCCCCCOc1ccc(OCc2ccccc2)c(C(=O)N(CC(=O)OCC)CC(=O)OCC)c1. Reaction SMILES: [CH2:2]([CH2:3][CH2:4][CH2:5][CH2:6][CH2:7][CH2:8][CH2:9][CH2:10][CH3:11])[O:12][c:13]1[cH:14][cH:15][c:16]([O:22][CH2:23][c:24]2[cH:25][cH:26][cH:27][cH:28][cH:29]2)[c:17]([C:18](=[O:19])[OH:20])[cH:21]1.[Cl-:1].[NH:30]([CH2:31][C:32](=[O:33])[O:34][CH2:35][CH3:36])[CH2:37][C:38](=[O:39])[O:40][CH2:41][CH3:42]>>[CH2:2]([CH2:3][CH2:4][CH2:5][CH2:6][CH2:7][CH2:8][CH2:9][CH2:10][CH3:11])[O:12][c:13]1[cH:14][cH:15][c:16]([O:22][CH2:23][c:24]2[cH:25][cH:26][cH:27][cH:28][cH:29]2)[c:17]([C:18](=[O:20])[N:30]([CH2:31][C:32](=[O:33])[O:34][CH2:35][CH3:36])[CH2:37][C:38](=[O:39])[O:40][CH2:41][CH3:42])[cH:21]1.